This data is from the Open Reaction Database (ORD), a public repository of structured organic reaction records. The task is: describe an organic reaction: reactants, conditions, products, and yield Starting materials: CS(=O)(=O)C1=NN2C(N=C(C=C2CC)CC)=N1 (2-methanesulfonyl-5,7-diethyl-[1,2,4]-triazolo[1,5-a]pyrimidine), C1(=CC=CC=C1)N(CCO)CCO (N-phenyldiethanolamine). Yields the product C(C)C1=NC=2N(C(=C1)CC)N=C(N2)OCCN(CCO)C2=CC=CC=C2 (2-{[2-({5,7-Diethyl-[1,2,4]triazolo[1,5-a]pyrimidin-2-yl}oxy)ethyl](phenyl)amino}ethan-1-ol). Isolated yield 43.0%. As a reaction SMILES: CS([C:5]1[N:17]=[C:8]2[N:9]=[C:10]([CH2:15][CH3:16])[CH:11]=[C:12]([CH2:13][CH3:14])[N:7]2[N:6]=1)(=O)=O.[C:18]1([N:24]([CH2:28][CH2:29][OH:30])[CH2:25][CH2:26][OH:27])[CH:23]=[CH:22][CH:21]=[CH:20][CH:19]=1>>[CH2:15]([C:10]1[CH:11]=[C:12]([CH2:13][CH3:14])[N:7]2[N:6]=[C:5]([O:27][CH2:26][CH2:25][N:24]([C:18]3[CH:23]=[CH:22][CH:21]=[CH:20][CH:19]=3)[CH2:28][CH2:29][OH:30])[N:17]=[C:8]2[N:9]=1)[CH3:16]. Procedure details: The title compound was prepared according to the experimentals described for Example 14 above from 2-methanesulfonyl-5,7-diethyl-[1,2,4]-triazolo[1,5-a]pyrimidine and N-phenyldiethanolamine in 43% yield. EM (calc.): 355.2; MS (ESI) m/e: 356.3 (M+H)+.